Task: describe an organic reaction: reactants, conditions, products, and yield. Dataset: the Open Reaction Database (ORD), a public repository of structured organic reaction records Reactants: ClC1=NC2=CC(=CC=C2C(=N1)N1CCOCC1)C1=CC=C(O1)C#N (5-(2-chloro-4-morpholino-quinazolin-7-yl)furan-2-carbonitrile), FC=1C=C(C=CC1B1OC(C(O1)(C)C)(C)C)NC(NC1=CC=C(C(=O)N(C)C)C=C1)=O (4-(3-(3-fluoro-4-(4,4,5,5-tetramethyl-1,3,2-dioxaborolan-2-yl)phenyl)ureido)-N,N-dimethyl-benzamide), C([O-])([O-])=O.[Cs+].[Cs+] (cesium carbonate), CN(C)C=O (DMF). The reagents and catalysts are Cl[Pd]([P](C1=CC=CC=C1)(C2=CC=CC=C2)C3=CC=CC=C3)([P](C4=CC=CC=C4)(C5=CC=CC=C5)C6=CC=CC=C6)Cl (Pd(PPh3)2Cl2). Solvent: O (water). Conditions: temperature 95 celsius, time 2 hour. The product is C(#N)C1=CC=C(O1)C1=CC=C2C(=NC(=NC2=C1)C1=C(C=C(C=C1)NC(NC1=CC=C(C(=O)N(C)C)C=C1)=O)F)N1CCOCC1 (4-(3-(4-(7-(5-cyanofuran-2-yl)-4-morpholino-quinazolin-2-yl)-3-fluorophenyl)ureido)-N,N-dimethyl-benzamide). The yield is 6.1%. RXN SMILES: Cl[C:2]1[N:11]=[C:10]([N:12]2[CH2:17][CH2:16][O:15][CH2:14][CH2:13]2)[C:9]2[C:4](=[CH:5][C:6]([C:18]3[O:22][C:21]([C:23]#[N:24])=[CH:20][CH:19]=3)=[CH:7][CH:8]=2)[N:3]=1.[F:25][C:26]1[CH:27]=[C:28]([NH:41][C:42](=[O:55])[NH:43][C:44]2[CH:54]=[CH:53][C:47]([C:48]([N:50]([CH3:52])[CH3:51])=[O:49])=[CH:46][CH:45]=2)[CH:29]=[CH:30][C:31]=1B1OC(C)(C)C(C)(C)O1.C(=O)([O-])[O-].[Cs+].[Cs+].CN(C=O)C>Cl[Pd](Cl)([P](C1C=CC=CC=1)(C1C=CC=CC=1)C1C=CC=CC=1)[P](C1C=CC=CC=1)(C1C=CC=CC=1)C1C=CC=CC=1.O>[C:23]([C:21]1[O:22][C:18]([C:6]2[CH:5]=[C:4]3[C:9]([C:10]([N:12]4[CH2:17][CH2:16][O:15][CH2:14][CH2:13]4)=[N:11][C:2]([C:31]4[CH:30]=[CH:29][C:28]([NH:41][C:42](=[O:55])[NH:43][C:44]5[CH:54]=[CH:53][C:47]([C:48]([N:50]([CH3:52])[CH3:51])=[O:49])=[CH:46][CH:45]=5)=[CH:27][C:26]=4[F:25])=[N:3]3)=[CH:8][CH:7]=2)=[CH:19][CH:20]=1)#[N:24] |f:2.3.4,^1:69,88|. Procedure: To a 50 mL round bottom flask, 5-(2-chloro-4-morpholino-quinazolin-7-yl)furan-2-carbonitrile (0.12 g, 0.00035 mol), 4-(3-(3-fluoro-4-(4,4,5,5-tetramethyl-1,3,2-dioxaborolan-2-yl)phenyl)ureido)-N,N-dimethyl-benzamide (0.144 g, 0.00053 mol), cesium carbonate (0.228 g, 0.0007 mol), DMF (3 mL) and water (3 mL) were added. The reaction mixture was degassed with nitrogen for 5-10 min. To the same reaction flask, Pd(PPh3)2Cl2 (0.013 g, 0.0000175 mol) was added and again degassed with nitrogen for 5-10 ... Product: CC(C(=O)N[C@@H](CC1=CNC2=CC=CC=C12)C(=O)O)=CC1=CC=CC=C1 (N-(2-Methyl-3-Phenylacryloyl)-L-Tryptophan). The yield is 88.4%. Procedure details: The same procedures as in Example 149 were carried out from the compound obtained in Example 165 (4.0 g), 1 mol/L of an aqueous sodium hydroxide solution (17 mL), and methanol (170 mL), to give the captioned compound (3.4 g, 89%) as crystals. Solvent: CO (methanol). As a reaction SMILES: [CH3:1][C:2](=[CH:21][C:22]1[CH:27]=[CH:26][CH:25]=[CH:24][CH:23]=1)[C:3]([NH:5][C@H:6]([C:17]([O:19]C)=[O:18])[CH2:7][C:8]1[C:16]2[C:11](=[CH:12][CH:13]=[CH:14][CH:15]=2)[NH:10][CH:9]=1)=[O:4].[OH-].[Na+]>CO>[CH3:1][C:2](=[CH:21][C:22]1[CH:27]=[CH:26][CH:25]=[CH:24][CH:23]=1)[C:3]([NH:5][C@H:6]([C:17]([OH:19])=[O:18])[CH2:7][C:8]1[C:16]2[C:11](=[CH:12][CH:13]=[CH:14][CH:15]=2)[NH:10][CH:9]=1)=[O:4] |f:1.2|. Reactants: CC(C(=O)N[C@@H](CC1=CNC2=CC=CC=C12)C(=O)OC)=CC1=CC=CC=C1 (Methyl N-(2-Methyl-3-Phenylacryloyl)-L-Tryptophanate), [OH-].[Na+] (sodium hydroxide). Starting materials: C(C)(=O)N[C@H](CC(N)=O)C(=O)O (N-Acetyl-D-asparagine), CN1CCOCC1 (N-methylmorpholine), C(C)(C)O (isopropanol), NC1=CC=C(C=C1)C=1NC(C(C(=O)O)=CC1)=O (6-(4-aminophenyl)-1,2-dihydro-2-oxonicotinic acid), anhydride. The solvent is CN(C(C)=O)C (N,N-dimethylacetamide), ClC(=O)OCC(C)C (isobutyl chloroformate), ClCCl (dichloromethane). Conditions: temperature 5 celsius, time 3 hour. The product is C(C)(=O)N[C@H](CC(N)=O)C(=O)NC1=CC=C(C=C1)C=1NC(C(C(=O)O)=CC1)=O (6-[4-(N-Acetyl-D-asparaginylamino)phenyl]-1,2-dihydro-2-oxonicotinic acid). As a reaction SMILES: [NH2:1][C:2]1[CH:7]=[CH:6][C:5]([C:8]2[NH:9][C:10](=[O:17])[C:11](=[CH:15][CH:16]=2)[C:12]([OH:14])=[O:13])=[CH:4][CH:3]=1.[C:18]([NH:21][C@@H:22]([C:27](O)=[O:28])[CH2:23][C:24](=[O:26])[NH2:25])(=[O:20])[CH3:19].CN1CCOCC1.C(O)(C)C>ClCCl.CN(C)C(=O)C.ClC(OCC(C)C)=O>[C:18]([NH:21][C@@H:22]([C:27]([NH:1][C:2]1[CH:3]=[CH:4][C:5]([C:8]2[NH:9][C:10](=[O:17])[C:11](=[CH:15][CH:16]=2)[C:12]([OH:14])=[O:13])=[CH:6][CH:7]=1)=[O:28])[CH2:23][C:24](=[O:26])[NH2:25])(=[O:20])[CH3:19]. Procedure: The silylated derivative of 6-(4-aminophenyl)-1,2-dihydro-2-oxonicotinic acid in 70 ml dichloromethane is added to a mixed anhydride prepared from N-Acetyl-D-asparagine 3.5 g (20 m mol), N-methylmorpholine 2.2 ml (20 m mol) in 50 ml N,N-dimethylacetamide and isobutyl chloroformate 2.9 ml (22 m mol) by stirring at 5° C. for 1 hr and 3 hrs at room temperature. Next 20 ml of isopropanol is added and the reaction mixture evaporated. Water is added to the residue and the mixture filtered. After recry... The reactants are Cl.CSC1=C(C=C(S1)C(=N)N)NC1=CC2=CC=CC=C2C=C1 (5-Methylthio-4-(2-naphthylamino)thiophene-2-carboxamidine hydrochloride), CSC1=C(C=C(S1)C(=O)OC)NC1=CC2=CC=CC=C2C=C1 (methyl 5-methylthio-4-(2-naphthylamino)thiophene-2-carboxylate), C[Al](C)C.[NH4+].[Cl-] (AlMe3 NH4Cl). The product is CSC1=C(C=C(S1)C(=N)N)NC1=CC2=CC=CC=C2C=C1 (5-methylthio-4-(2-naphthylamino)thiophene-2-carboxamidine). RXN SMILES: Cl.[CH3:2][S:3][C:4]1[S:8][C:7]([C:9]([NH2:11])=[NH:10])=[CH:6][C:5]=1[NH:12][C:13]1[CH:22]=[CH:21][C:20]2[C:15](=[CH:16][CH:17]=[CH:18][CH:19]=2)[CH:14]=1.CSC1SC(C(OC)=O)=CC=1NC1C=CC2C(=CC=CC=2)C=1.C[Al](C)C.[NH4+].[Cl-]>>[CH3:2][S:3][C:4]1[S:8][C:7]([C:9]([NH2:11])=[NH:10])=[CH:6][C:5]=1[NH:12][C:13]1[CH:22]=[CH:21][C:20]2[C:15](=[CH:16][CH:17]=[CH:18][CH:19]=2)[CH:14]=1 |f:0.1,3.4.5|. Procedure: 5-Methylthio-4-(2-naphthylamino)thiophene-2-carboxamidine hydrochloride: Using a procedure similar to Example 154, step(b), 730 mg (2.21 mmol) of methyl 5-methylthio-4-(2-naphthylamino)thiophene-2-carboxylate was allowed to react with 8 equiv (17.7 mmol) of the AlMe3/NH4Cl reagent and purified by preparative thin layer chromatography (20%-MeOH—CHCl3-sat'd. NH3, 1000 μm SiO2 plate) to afford 5-methylthio-4-(2-naphthylamino)thiophene-2-carboxamidine, which was dissolved in 4 mL of dry MeOH, cooled...